Dataset: the Open Reaction Database (ORD), a public repository of structured organic reaction records. Task: describe an organic reaction: reactants, conditions, products, and yield Starting materials: O=C(Nc1ccncc1F)c1cnc2c(Br)cc(Cl)nn12, C1CCOC1, COc1ccc(CNc2ccccn2)cc1, CC(C)(C)[O-], O=C(Nc1ccncc1F)c1cnc2c(Cl)cc(Cl)nn12, [K+]. Product: COc1ccc(CN(c2ccccn2)c2cc(Cl)nn3c(C(=O)Nc4ccncc4F)cnc23)cc1. As a reaction SMILES: [Br:22][c:23]1[c:24]2[n:25]([c:26]([C:27]([NH:28][c:29]3[cH:30][cH:31][n:32][cH:33][c:34]3[F:35])=[O:36])[cH:37][n:38]2)[n:39][c:40]([Cl:41])[cH:42]1.[CH2:65]1[O:66][CH2:67][CH2:68][CH2:69]1.[CH3:43][O:44][c:45]1[cH:46][cH:47][c:48]([CH2:49][NH:50][c:51]2[n:52][cH:53][cH:54][cH:55][cH:56]2)[cH:57][cH:58]1.[CH3:59][C:60]([CH3:61])([O-:62])[CH3:63].[Cl:1][c:2]1[cH:3][c:4]([Cl:21])[c:5]2[n:6]([n:7]1)[c:8]([C:11](=[O:12])[NH:13][c:14]1[c:15]([F:20])[cH:16][n:17][cH:18][cH:19]1)[cH:9][n:10]2.[K+:64]>>[Cl:1][c:2]1[cH:3][c:4]([N:50]([CH2:49][c:48]2[cH:47][cH:46][c:45]([O:44][CH3:43])[cH:58][cH:57]2)[c:51]2[n:52][cH:53][cH:54][cH:55][cH:56]2)[c:5]2[n:6]([n:7]1)[c:8]([C:11](=[O:12])[NH:13][c:14]1[c:15]([F:20])[cH:16][n:17][cH:18][cH:19]1)[cH:9][n:10]2. Reactants: CC(C(=O)C=1OC2=C(C1C)C=C(C=C2)OC2CCSCC2)C (2-Methyl-1-[3-methyl-5-(tetrahydro-2H-thiopyran-4-yloxy)-1-benzofuran-2-yl]propan-1-one), O (Water), [BH4-].[Na+] (sodium tetrahydroborate). Run in CO (methanol), O1CCCC1 (tetrahydrofuran). Run at temperature 0 celsius, time 30 minute. Product: CC(C(O)C=1OC2=C(C1C)C=C(C=C2)OC2CCSCC2)C (2-methyl-1-[3-methyl-5-(tetrahydro-2H-thiopyran-4-yloxy)-1-benzofuran-2-yl]propan-1-ol). The yield is 72.7%. Reaction SMILES: [CH3:1][CH:2]([CH3:22])[C:3]([C:5]1[O:6][C:7]2[CH:14]=[CH:13][C:12]([O:15][CH:16]3[CH2:21][CH2:20][S:19][CH2:18][CH2:17]3)=[CH:11][C:8]=2[C:9]=1[CH3:10])=[O:4].[BH4-].[Na+].O>CO.O1CCCC1>[CH3:1][CH:2]([CH3:22])[CH:3]([C:5]1[O:6][C:7]2[CH:14]=[CH:13][C:12]([O:15][CH:16]3[CH2:17][CH2:18][S:19][CH2:20][CH2:21]3)=[CH:11][C:8]=2[C:9]=1[CH3:10])[OH:4] |f:1.2|. Reported procedure: 2-Methyl-1-[3-methyl-5-(tetrahydro-2H-thiopyran-4-yloxy)-1-benzofuran-2-yl]propan-1-one (849 mg) synthesized above was dissolved in methanol (3 mL)-tetrahydrofuran (15 mL), and sodium tetrahydroborate (90%) (202 mg) was added to the solution at 0° C. The reaction mixture was stirred at 0° C. for 30 min. Water was added to the reaction mixture, and the mixture was extracted with ethyl acetate. The organic layer was washed with saturated brine, and dried over anhydrous magnesium sulfate. After fil... Reactants: COC=C1CCCCCCCCCCC1, O=[O+][O-], O, OO. The product is OOC1(OO)CCCCCCCCCCC1. As a reaction SMILES: [CH3:1][O:2][CH:3]=[C:4]1[CH2:5][CH2:6][CH2:7][CH2:8][CH2:9][CH2:10][CH2:11][CH2:12][CH2:13][CH2:14][CH2:15]1.[O-:18][O+:19]=[O:20].[O:21].[OH:16][OH:17]>>[C:4]1([O:16][OH:17])([O:19][OH:20])[CH2:5][CH2:6][CH2:7][CH2:8][CH2:9][CH2:10][CH2:11][CH2:12][CH2:13][CH2:14][CH2:15]1. Reactants: O1CCN(CC1)C1=CC=C(C=C1)C=1NC2=C(N1)C=CC(=C2)N (2-(4-morpholinophenyl)-5-aminobenzimidazole), OCCOC1=CC=C(C=C1)C=1NC2=C(N1)C=CC(=C2)C(=O)[O-] (2-(4-(2-hydroxyethoxy)phenyl)benzimidazole-5-carboxylate). Yields the product OCCOC1=CC=C(C=C1)C1=NC2=C(N1)C=C(C=C2)C(=O)NC2=CC1=C(NC(=N1)C1=CC=C(C=C1)N1CCOCC1)C=C2 (2-(4-(2-hydroxyethoxy)phenyl)-N-(2-(4-morpholinophenyl)-1H-benzo[d]imidazol-5-yl)-1H-benzo[d]imidazole-6-carboxamide). Reaction SMILES: [O:1]1[CH2:6][CH2:5][N:4]([C:7]2[CH:12]=[CH:11][C:10]([C:13]3[NH:14][C:15]4[CH:21]=[C:20]([NH2:22])[CH:19]=[CH:18][C:16]=4[N:17]=3)=[CH:9][CH:8]=2)[CH2:3][CH2:2]1.[OH:23][CH2:24][CH2:25][O:26][C:27]1[CH:32]=[CH:31][C:30]([C:33]2[NH:34][C:35]3[CH:41]=[C:40]([C:42]([O-])=[O:43])[CH:39]=[CH:38][C:36]=3[N:37]=2)=[CH:29][CH:28]=1>>[OH:23][CH2:24][CH2:25][O:26][C:27]1[CH:28]=[CH:29][C:30]([C:33]2[NH:34][C:35]3[CH:41]=[C:40]([C:42]([NH:22][C:20]4[CH:19]=[CH:18][C:16]5[NH:17][C:13]([C:10]6[CH:11]=[CH:12][C:7]([N:4]7[CH2:5][CH2:6][O:1][CH2:2][CH2:3]7)=[CH:8][CH:9]=6)=[N:14][C:15]=5[CH:21]=4)=[O:43])[CH:39]=[CH:38][C:36]=3[N:37]=2)=[CH:31][CH:32]=1. Procedure details: Compound 299 was prepared according to the procedure similar to that described in Scheme V from 2-(4-morpholinophenyl)-5-aminobenzimidazole and 2-(4-(2-hydroxyethoxy)phenyl)benzimidazole-5-carboxylate. [M+H]+ calcd for C33H30N6O4: 575.23; found: 575.07. The reactants are O=Cc1ccc(Br)c(F)c1, CC(=O)O[BH-](OC(C)=O)OC(C)=O, C1COCCN1, CC(Cl)Cl, ClCCl, [K+], [Na+], [Na+], O=C([O-])O, [OH-], O. Product: Fc1cc(CN2CCOCC2)ccc1Br. RXN SMILES: [Br:1][c:2]1[c:3]([F:10])[cH:4][c:5]([CH:6]=[O:7])[cH:8][cH:9]1.[C:17]([O:18][BH-:19]([O:20][C:21](=[O:22])[CH3:23])[O:24][C:25](=[O:26])[CH3:27])(=[O:28])[CH3:29].[CH2:11]1[CH2:12][O:13][CH2:14][CH2:15][NH:16]1.[Cl:38][CH:39]([Cl:40])[CH3:41].[Cl:42][CH2:43][Cl:44].[K+:37].[Na+:30].[Na+:35].[O-:31][C:32]([OH:33])=[O:34].[OH-:36].[OH2:45]>>[Br:1][c:2]1[c:3]([F:10])[cH:4][c:5]([CH2:6][N:16]2[CH2:11][CH2:12][O:13][CH2:14][CH2:15]2)[cH:8][cH:9]1. Reactants: OC(CCN(C(OC(C)(C)C)=O)C)CC ((3-hydroxypentyl)methylcarbamic acid, 1,1-dimethylethyl ester), ClC1=C(C=C(C=C1)C(F)(F)F)O (2-chloro-5-(trifluoromethyl)phenol). Product: ClC1=C(OC(CCN(C(OC(C)(C)C)=O)C)CC)C=C(C=C1)C(F)(F)F ([3-[2-Chloro-5-(trifluoromethyl)phenoxy]pentyl]methylcarbamic Acid, 1,1-dimethylethyl ester). Reaction SMILES: [OH:1][CH:2]([CH2:14][CH3:15])[CH2:3][CH2:4][N:5]([CH3:13])[C:6](=[O:12])[O:7][C:8]([CH3:11])([CH3:10])[CH3:9].[Cl:16][C:17]1[CH:22]=[CH:21][C:20]([C:23]([F:26])([F:25])[F:24])=[CH:19][C:18]=1O>>[Cl:16][C:17]1[CH:18]=[CH:19][C:20]([C:23]([F:24])([F:25])[F:26])=[CH:21][C:22]=1[O:1][CH:2]([CH2:14][CH3:15])[CH2:3][CH2:4][N:5]([CH3:13])[C:6](=[O:12])[O:7][C:8]([CH3:10])([CH3:11])[CH3:9]. Reported procedure: The title compound was prepared according to the method of Example 2 step (b) but using (3-hydroxypentyl)methylcarbamic acid, 1,1-dimethylethyl ester and 2-chloro-5-(trifluoromethyl)phenol. Starting materials: FC1=CC=C(C=C1)C1=NC=2C(=NC=CC2)N1CC(=O)O (2-(4-fluorophenyl)-3H-imidazo[4,5-b]pyridine-3-acetic acid), C(=O)(N1C=NC=C1)N1C=NC=C1 (1,1'-carbonyldiimidazole), CNC (dimethylamine). Yields the product FC1=CC=C(C=C1)C1=NC=2C(=NC=CC2)N1CC(=O)N(C)C (2-(4-Fluorophenyl)-N,N-dimethyl-3H-imidazo[4,5-b]pyridine-3-acetamide). Run at temperature 45 celsius, time 8 hour. The yield is 39.1%. Procedure details: A mixture of 2-(4-fluorophenyl)-3H-imidazo[4,5-b]pyridine-3-acetic acid (5.0 g, 0.01845 mole) and 1,1'-carbonyldiimidazole (2.99 g, 0.01845 mole) was stirred at room temperature in dry tetrahydrofuran (100 ml) for three hours with a stream of nitrogen bubbling through it. A solution of dimethylamine in tetrahydrofuran (48 ml of 2.29M solution, 0.111 mole) was added and the reaction mixture was stirred at 45° C. under nitrogen overnight. The solvents were removed under reduced pressure and the re... As a reaction SMILES: [F:1][C:2]1[CH:7]=[CH:6][C:5]([C:8]2[N:16]([CH2:17][C:18]([OH:20])=O)[C:11]3=[N:12][CH:13]=[CH:14][CH:15]=[C:10]3[N:9]=2)=[CH:4][CH:3]=1.[C:21](N1C=CN=C1)([N:23]1C=CN=[CH:24]1)=O.CNC>O1CCCC1>[F:1][C:2]1[CH:3]=[CH:4][C:5]([C:8]2[N:16]([CH2:17][C:18]([N:23]([CH3:24])[CH3:21])=[O:20])[C:11]3=[N:12][CH:13]=[CH:14][CH:15]=[C:10]3[N:9]=2)=[CH:6][CH:7]=1. Solvent: O1CCCC1 (tetrahydrofuran), O1CCCC1 (tetrahydrofuran).